Dataset: the Open Reaction Database (ORD), a public repository of structured organic reaction records. Task: describe an organic reaction: reactants, conditions, products, and yield Reactants: solution, C(CCC)[Li] (n-butyllithium), CCCCCC (hexane), COC1=CC=C(C=C1)C1SC2C(N(C(S1)C(N2C)=O)C)=O (3-(4-methoxy-phenyl)-6,8-dimethyl-2,4-dithia-6,8-diaza-bicyclo[3.2.2]nonane-7,9-dione), ClCOCC1=CC=CC=C1 (benzyl chloromethyl ether), reagent, C1CCOC1 (THF), [Na+].[Cl-] (NaCl). Run at temperature -78 celsius, time 10 minute. Yields the product COC1=CC=C(C=C1)C1S(C2C(N(C(S1COCC1=CC=CC=C1)C(N2C)=O)C)=O)COCC2=CC=CC=C2 (3-(4-methoxyphenyl)-6,8-dimethyl-2,4-di[(phenylmetoxy)methyl]-2,4-dithia-6,8-diazabicyclo[3.2.2]nonane-7,9-dione). Isolated yield 47.0%. RXN SMILES: [CH3:1][O:2][C:3]1[CH:8]=[CH:7][C:6]([CH:9]2[S:15][CH:14]3[C:16](=[O:19])[N:17]([CH3:18])[CH:11]([C:12](=[O:21])[N:13]3[CH3:20])[S:10]2)=[CH:5][CH:4]=1.Cl[CH2:23][O:24][CH2:25][C:26]1[CH:31]=[CH:30][CH:29]=[CH:28][CH:27]=1.C([Li])CCC.[CH3:37][CH2:38][CH2:39][CH2:40][CH2:41][CH3:42].[Na+].[Cl-].C1[CH2:49][O:48][CH2:47]C1>>[CH3:1][O:2][C:3]1[CH:8]=[CH:7][C:6]([CH:9]2[SH:15]([CH2:23][O:24][CH2:25][C:26]3[CH:31]=[CH:30][CH:29]=[CH:28][CH:27]=3)[CH:14]3[C:16](=[O:19])[N:17]([CH3:18])[CH:11]([C:12](=[O:21])[N:13]3[CH3:20])[SH:10]2[CH2:47][O:48][CH2:49][C:39]2[CH:38]=[CH:37][CH:42]=[CH:41][CH:40]=2)=[CH:5][CH:4]=1 |f:4.5|. Procedure details: Thioacetal 5 (227 mg, 0.7 mmol, 1 eq.) and 1 mL of benzyl chloromethyl ether (546 mg, 3.5 mmol, 5 eq., 60% of reagent in the commercial source) was dissolved in anhydrous THF (35 mL) and the solution was cooled to −78° C. To the stirred solution 1.54 M n-butyllithium in hexane (1 mL, 1.54 mmol, 2.2 eq.) was added dropwise over a period of 10 min. After the mixture was stirred for 10 min at −78° C. the reaction was allowed to warm up to room temperature. It took about 30 min. The TLC shows one ma...